This data is from the Open Reaction Database (ORD), a public repository of structured organic reaction records. The task is: describe an organic reaction: reactants, conditions, products, and yield Reactants: CC(C)(C)C(=O)Cl, ClCCl, COc1c(C)cc(N)cc1C, c1ccncc1. The product is COc1c(C)cc(NC(=O)C(C)(C)C)cc1C. RXN SMILES: [C:18]([C:19]([CH3:20])([CH3:21])[CH3:22])(=[O:23])[Cl:24].[CH2:25]([Cl:26])[Cl:27].[NH2:1][c:2]1[cH:3][c:4]([CH3:11])[c:5]([O:9][CH3:10])[c:6]([CH3:8])[cH:7]1.[cH:12]1[cH:13][cH:14][n:15][cH:16][cH:17]1>>[NH:1]([c:2]1[cH:3][c:4]([CH3:11])[c:5]([O:9][CH3:10])[c:6]([CH3:8])[cH:7]1)[C:18]([C:19]([CH3:20])([CH3:21])[CH3:22])=[O:23]. The reactants are BrC1=CC=C2C=CN=C(C2=C1)O (7-Bromo-1-hydroxyisoquinoline), C(CC1=CC=CC=C1)Br (phenethyl bromide), [OH-].[Na+] (NaOH). The reagents and catalysts are [Br-].C(CCC)[N+](CCCC)(CCCC)CCCC (tetrabutylammonium bromide). Run in C1(=CC=CC=C1)C (toluene), CC(C)(C)OC (MTBE). Reaction conditions: temperature 80 celsius, time 1.5 hour. The product is BrC1=CC=C2C=CN(C(C2=C1)=O)CCC1=CC=CC=C1 (7-bromo-2-phenethyl-isoquinolin-1-one). Isolated yield 77.6%. As a reaction SMILES: [Br:1][C:2]1[CH:11]=[C:10]2[C:5]([CH:6]=[CH:7][N:8]=[C:9]2[OH:12])=[CH:4][CH:3]=1.[CH2:13](Br)[CH2:14][C:15]1[CH:20]=[CH:19][CH:18]=[CH:17][CH:16]=1.[OH-].[Na+]>[Br-].C([N+](CCCC)(CCCC)CCCC)CCC.C1(C)C=CC=CC=1.CC(OC)(C)C>[Br:1][C:2]1[CH:11]=[C:10]2[C:5]([CH:6]=[CH:7][N:8]([CH2:13][CH2:14][C:15]3[CH:20]=[CH:19][CH:18]=[CH:17][CH:16]=3)[C:9]2=[O:12])=[CH:4][CH:3]=1 |f:2.3,4.5|. Procedure details: 7-Bromo-1-hydroxyisoquinoline (300 mg, 1.34 mmol, 1.0 equiv), tetrabutylammonium bromide (50 mg, 0.13 mmol, 0.10 equiv), and phenethyl bromide (220 uL, 1.6 mmol, 1.2 equiv) were combined in toluene (14 mL) and treated with 50% aq. NaOH (3 mL), and the resulting mixture stirred rapidly while heating to 80° C. After 1.5 hours, the mixture was diluted with MTBE and washed with water, saturated NaHCO3, and brine. The organic phase was dried over Na2SO4. Addition of silica gel, concentration, and pur... The reactants are N(=NC(=O)OCC)C(=O)OCC (diethyl azodicarboxylate), C(C)(=O)C=1C(=C(C=C(C1)OCC=C(Cl)Cl)Cl)O (3-acetyl-1-chloro-5-(3,3-dichloroprop-2-enyloxy)-2-hydroxybenzene), FC(C=1C=CC(=NC1)OCCCO)(F)F (3-(5-trifluoromethylpyrid-2-yloxy)propan-1-ol), C1(=CC=CC=C1)P(C1=CC=CC=C1)C1=CC=CC=C1 (triphenylphosphine). The solvent is O1CCCC1 (tetrahydrofuran). Reaction conditions: time 30 minute. Product: C(C)(=O)C=1C(=C(C=C(C1)OCC=C(Cl)Cl)Cl)OCCCOC1=NC=C(C=C1)C(F)(F)F (3-acetyl-1-chloro-5-(3,3-dichloroprop-2-enyloxy)-2-[3-(5-trifluoromethylpyrid-2-yloxy)propyloxy]benzene). Reaction SMILES: [C:1]([C:4]1[C:5]([OH:17])=[C:6]([Cl:16])[CH:7]=[C:8]([O:10][CH2:11][CH:12]=[C:13]([Cl:15])[Cl:14])[CH:9]=1)(=[O:3])[CH3:2].[F:18][C:19]([F:32])([F:31])[C:20]1[CH:21]=[CH:22][C:23]([O:26][CH2:27][CH2:28][CH2:29]O)=[N:24][CH:25]=1.C1(P(C2C=CC=CC=2)C2C=CC=CC=2)C=CC=CC=1.N(C(OCC)=O)=NC(OCC)=O>O1CCCC1>[C:1]([C:4]1[C:5]([O:17][CH2:29][CH2:28][CH2:27][O:26][C:23]2[CH:22]=[CH:21][C:20]([C:19]([F:32])([F:18])[F:31])=[CH:25][N:24]=2)=[C:6]([Cl:16])[CH:7]=[C:8]([O:10][CH2:11][CH:12]=[C:13]([Cl:15])[Cl:14])[CH:9]=1)(=[O:3])[CH3:2]. Procedure: Under an atmosphere of protective gas, 1.2 g of 3-acetyl-1-chloro-5-(3,3-dichloroprop-2-enyloxy)-2-hydroxybenzene, 0.9 g of 3-(5-trifluoromethylpyrid-2-yloxy)propan-1-ol and 1.12 g of triphenylphosphine were dissolved in 35 ml of dry tetrahydrofuran (THF). With ice-bath cooling, 0.74 g of diethyl azodicarboxylate was added dropwise. After about 30 minutes, the ice-bath was removed, and the mixture was stirred at room temperature for 15 hours. The mixture was then concentrated under reduced press...